From a dataset of the Open Reaction Database (ORD), a public repository of structured organic reaction records. describe an organic reaction: reactants, conditions, products, and yield Reaction conditions: temperature 60 celsius, time 8 hour. Solvent: C(Cl)(Cl)Cl (chloroform). The reactants are C[Si](N[Si](C)(C)C)(C)C (hexamethyldisilazane), CO (methanol), C(C)(=O)OCCCN1C=C(C2=CC=CC=C12)C=1C(OC(C1C1=C(C=CC=C1)[N+](=O)[O-])=O)=O (3-[1-(3-acetoxypropyl)-3-indolyl]-4-(2-nitrophenyl)furan-2,5-dione), C[Si](N[Si](C)(C)C)(C)C (1,1,1,3,3,3-hexamethyldisilazane), CO (methanol), C[Si](N[Si](C)(C)C)(C)C (hexamethyldisilazane), CO (methanol). The product is C(C)(=O)OCCCN1C=C(C2=CC=CC=C12)C=1C(NC(C1C1=C(C=CC=C1)[N+](=O)[O-])=O)=O (3-[1-(3-acetoxypropyl)-3-indolyl]-4-(2-nitrophenyl)-1H-pyrrole-2,5-dione). RXN SMILES: [C:1]([O:4][CH2:5][CH2:6][CH2:7][N:8]1[C:16]2[C:11](=[CH:12][CH:13]=[CH:14][CH:15]=2)[C:10]([C:17]2[C:18](=[O:32])O[C:20](=[O:31])[C:21]=2[C:22]2[CH:27]=[CH:26][CH:25]=[CH:24][C:23]=2[N+:28]([O-:30])=[O:29])=[CH:9]1)(=[O:3])[CH3:2].C[Si](C)(C)[NH:35][Si](C)(C)C.CO>C(Cl)(Cl)Cl>[C:1]([O:4][CH2:5][CH2:6][CH2:7][N:8]1[C:16]2[C:11](=[CH:12][CH:13]=[CH:14][CH:15]=2)[C:10]([C:17]2[C:18](=[O:32])[NH:35][C:20](=[O:31])[C:21]=2[C:22]2[CH:27]=[CH:26][CH:25]=[CH:24][C:23]=2[N+:28]([O-:30])=[O:29])=[CH:9]1)(=[O:3])[CH3:2]. Yield: 31.7%. Reported procedure: A solution of 0.411 g of 3-[1-(3-acetoxypropyl)-3-indolyl]-4-(2-nitrophenyl)furan-2,5-dione in 50 ml of chloroform was treated with a mixture of 1.53 g of 1,1,1,3,3,3-hexamethyldisilazane and 0.3 g of methanol and the mixture was heated at 60° C. for 1 hour. A further 1.53 g of hexamethyldisilazane and a further 0.3 g of methanol were added and the heating was continued overnight before adding further 1.53 g of hexamethyldisilazane and 0.3 g of methanol. The mixture was heated for a further 1 ho... Starting materials: O=C(Cl)C1CCCN1C(=O)C(F)(F)F, COc1ccc(N)cc1NC(=O)Nc1cnccn1, c1ccncc1. Yields the product COc1ccc(NC(=O)C2CCCN2C(=O)C(F)(F)F)cc1NC(=O)Nc1cnccn1. As a reaction SMILES: [F:20][C:21]([C:22](=[O:23])[N:24]1[CH:25]([C:26](=[O:27])[Cl:28])[CH2:29][CH2:30][CH2:31]1)([F:32])[F:33].[NH2:1][c:2]1[cH:3][cH:4][c:5]([O:18][CH3:19])[c:6]([NH:8][C:9](=[O:10])[NH:11][c:12]2[n:13][cH:14][cH:15][n:16][cH:17]2)[cH:7]1.[cH:34]1[cH:35][cH:36][n:37][cH:38][cH:39]1>>[NH:1]([c:2]1[cH:3][cH:4][c:5]([O:18][CH3:19])[c:6]([NH:8][C:9](=[O:10])[NH:11][c:12]2[n:13][cH:14][cH:15][n:16][cH:17]2)[cH:7]1)[C:26]([CH:25]1[N:24]([C:22]([C:21]([F:20])([F:32])[F:33])=[O:23])[CH2:31][CH2:30][CH2:29]1)=[O:27]. Reaction SMILES: [CH:31]([O:32][CH:33]([CH3:34])[CH3:35])([CH3:36])[CH3:37].[F:12][c:13]1[cH:14][cH:15][c:16]([CH2:17][CH:18]2[CH2:19][CH2:20][N:21]([C:24]([C:25](=[O:26])[OH:27])=[O:28])[CH2:22][CH2:23]2)[cH:29][cH:30]1.[F:1][C:2]([c:3]1[cH:4][cH:5][c:6]([NH2:7])[cH:8][cH:9]1)([F:10])[F:11]>>[F:1][C:2]([c:3]1[cH:4][cH:5][c:6]([NH:7][C:25]([C:24]([N:21]2[CH2:20][CH2:19][CH:18]([CH2:17][c:16]3[cH:15][cH:14][c:13]([F:12])[cH:30][cH:29]3)[CH2:23][CH2:22]2)=[O:28])=[O:26])[cH:8][cH:9]1)([F:10])[F:11]. The reactants are CC(C)OC(C)C, O=C(O)C(=O)N1CCC(Cc2ccc(F)cc2)CC1, Nc1ccc(C(F)(F)F)cc1. Product: O=C(Nc1ccc(C(F)(F)F)cc1)C(=O)N1CCC(Cc2ccc(F)cc2)CC1. Reaction SMILES: [CH3:34][C:35](=[O:36])[OH:37].[CH3:39][C:40]([CH3:41])=[O:42].[ClH:38].[NH2:1][c:2]1[cH:3][cH:4][c:5](-[c:8]2[n:9][cH:10][cH:11][cH:12][c:13]2[S:14](=[O:15])(=[O:16])[N:17]([c:18]2[n:19][cH:20][c:21]([CH3:26])[n:22][c:23]2[O:24][CH3:25])[C:27](=[O:28])[O:29][CH2:30][CH:31]([CH3:32])[CH3:33])[cH:6][cH:7]1.[OH2:43]>>[NH:1]([c:2]1[cH:3][cH:4][c:5](-[c:8]2[n:9][cH:10][cH:11][cH:12][c:13]2[S:14](=[O:15])(=[O:16])[N:17]([c:18]2[n:19][cH:20][c:21]([CH3:26])[n:22][c:23]2[O:24][CH3:25])[C:27](=[O:28])[O:29][CH2:30][CH:31]([CH3:32])[CH3:33])[cH:6][cH:7]1)[CH:40]([CH3:39])[CH3:41]. Product: COc1nc(C)cnc1N(C(=O)OCC(C)C)S(=O)(=O)c1cccnc1-c1ccc(NC(C)C)cc1. Reactants: CC(=O)O, CC(C)=O, Cl, COc1nc(C)cnc1N(C(=O)OCC(C)C)S(=O)(=O)c1cccnc1-c1ccc(N)cc1, O. Starting materials: 1(i), FC(C(=O)O)(F)F.FC(C(=O)O)(F)F.CN(C=1CNCCN1)C (3-dimethylamino-1,2,5,6-tetrahydropyrazine bis(trifluoroacetate)), C(C)(C)N(CC)C(C)C (diisopropylethylamine), COC1=CC=C(CS[C@H]2C[C@H](N(C2)C(=O)OCC2=CC=C(C=C2)[N+](=O)[O-])C(=O)O)C=C1 ((2S,4S)-4-(4-methoxybenzylthio)-1-(4-nitrobenzyloxycarbonyl)-2-pyrrolidinecarboxylic acid), N,N'-carbonyldiimidazole. Yields the product COC1=CC=C(CS[C@H]2C[C@H](N(C2)C(=O)OCC2=CC=C(C=C2)[N+](=O)[O-])C(=O)N2CC(=NCC2)N(C)C)C=C1 ((2S,4S)-4-(4-Methoxybenzylthio)-2-(3-dimethylamino-1,2,5,6-tetrahydropyrazin-1-ylcarbonyl)-1-(4-nitrobenzyloxycarbonyl)pyrrolidine). The yield is 101.8%. Reaction SMILES: [CH3:1][O:2][C:3]1[CH:31]=[CH:30][C:6]([CH2:7][S:8][C@@H:9]2[CH2:13][N:12]([C:14]([O:16][CH2:17][C:18]3[CH:23]=[CH:22][C:21]([N+:24]([O-:26])=[O:25])=[CH:20][CH:19]=3)=[O:15])[C@H:11]([C:27](O)=[O:28])[CH2:10]2)=[CH:5][CH:4]=1.FC(F)(F)C(O)=O.FC(F)(F)C(O)=O.[CH3:46][N:47]([CH3:54])[C:48]1[CH2:49][NH:50][CH2:51][CH2:52][N:53]=1.C(N(C(C)C)CC)(C)C>>[CH3:1][O:2][C:3]1[CH:31]=[CH:30][C:6]([CH2:7][S:8][C@@H:9]2[CH2:13][N:12]([C:14]([O:16][CH2:17][C:18]3[CH:23]=[CH:22][C:21]([N+:24]([O-:26])=[O:25])=[CH:20][CH:19]=3)=[O:15])[C@H:11]([C:27]([N:50]3[CH2:51][CH2:52][N:53]=[C:48]([N:47]([CH3:54])[CH3:46])[CH2:49]3)=[O:28])[CH2:10]2)=[CH:5][CH:4]=1 |f:1.2.3|. Procedure: Following a procedure similar to that described in Preparation 1(i), but using 446 mg of (2S,4S)-4-(4-methoxybenzylthio)-1-(4-nitrobenzyloxycarbonyl)-2-pyrrolidinecarboxylic acid, 178 mg of N,N'-carbonyldiimidazole, 289 mg of 3-dimethylamino-1,2,5,6-tetrahydropyrazine bis(trifluoroacetate) and 289 μl of diisopropylethylamine, 460 mg of the title compound were obtained, as a powder. The reactants are N#N (N2), CCN(C(C)C)C(C)C (DIPEA), CC1(OCCO1)C1=CN=C(S1)COS(=O)(=O)C (methanesulfonic acid 5-(2-methyl-[1,3]dioxolan-2-yl)-thiazol-2-ylmethyl ester), [N+](=O)([O-])C1=NNN=C1 (4-nitro-2H-[1,2,3]triazole). Run in O (Water), CC(OCC)=O (EA), CN(C)C=O (DMF), CN(C)C=O (DMF). Reaction conditions: temperature 50 celsius, time 72 hour. Product: CC1(OCCO1)C1=CN=C(S1)CN1N=CC(=N1)[N+](=O)[O-] (2-[5-(2-Methyl-[1,3]dioxolan-2-yl)-thiazol-2-ylmethyl]-4-nitro-2H-[1,2,3]triazole). Reaction SMILES: N#N.[CH3:3][C:4]1([C:9]2[S:13][C:12]([CH2:14]OS(C)(=O)=O)=[N:11][CH:10]=2)[O:8][CH2:7][CH2:6][O:5]1.[N+:20]([C:23]1[CH:27]=[N:26][NH:25][N:24]=1)([O-:22])=[O:21].CCN(C(C)C)C(C)C>CN(C=O)C.CC(=O)OCC.O>[CH3:3][C:4]1([C:9]2[S:13][C:12]([CH2:14][N:25]3[N:24]=[C:23]([N+:20]([O-:22])=[O:21])[CH:27]=[N:26]3)=[N:11][CH:10]=2)[O:5][CH2:6][CH2:7][O:8]1. Reported procedure: In a flame dried round-bottomed flask equipped with a magnetic stir bar and under inert atmosphere (N2), a solution of methanesulfonic acid 5-(2-methyl-[1,3]dioxolan-2-yl)-thiazol-2-ylmethyl ester (445 mg, 1.59 mmol) in DMF (3.0 mL) was added to a solution of 4-nitro-2H-[1,2,3]triazole (180 mg, 1.58 mmol) in DMF (3.0 mL) pre-treated for 30 min with DIPEA (0.54 mL, 3.16 mmol) and the reaction mixture was stirred for 72 h at 50° C. Water (10 mL), followed by EA (10 mL) were added. The aq. layer wa... Solvent: O1CCCC1 (tetrahydrofuran). The reactants are C(C)O (ethanol), [BH4-].[Na+] (sodium borohydride), CC1(C=C(CC[C@@H]1OC1OCCCC1)C=O)C ((4S)-3,3-dimethyl-4-tetrahydropyranyloxycyclohexene-1-carbaldehyde). The yield is 90.8%. Conditions: time 2 hour. Product: CC1(C=C(CC[C@@H]1OC1OCCCC1)CO)C ((4S)-3,3-dimethyl-4-tetrahydropyranyloxy-1-hydroxymethylcyclohexene). Reaction SMILES: [CH3:1][C:2]1([CH3:17])[C@@H:7]([O:8][CH:9]2[CH2:14][CH2:13][CH2:12][CH2:11][O:10]2)[CH2:6][CH2:5][C:4]([CH:15]=[O:16])=[CH:3]1.C(O)C.[BH4-].[Na+]>O1CCCC1>[CH3:1][C:2]1([CH3:17])[C@@H:7]([O:8][CH:9]2[CH2:14][CH2:13][CH2:12][CH2:11][O:10]2)[CH2:6][CH2:5][C:4]([CH2:15][OH:16])=[CH:3]1 |f:2.3|. Procedure details: (4S)-3,3-dimethyl-4-tetrahydropyranyloxycyclohexene-1-carbaldehyde (8) (0.71 g, 2.98 mmoles) was dissolved in tetrahydrofuran (7 ml), and a 95% ethanol solution of sodium borohydride (0.38 g, 10 mmoles) was added dropwise over an ice bath. After the addition, the mixture was stirred for 2 hours at a temperature below 10° C. The solvent was evaporated under reduced pressure. The residue was diluted with water, and extracted twice with diethyl ether. The ethereal layer was dried over magnesium sul...